From a dataset of the Open Reaction Database (ORD), a public repository of structured organic reaction records. describe an organic reaction: reactants, conditions, products, and yield Reactants: O=[N+]([O-])c1cc(O)c(Br)cc1F, O=C([O-])[O-], CN(C)C=O, CC(C)I, [K+], [K+], O. The product is CC(C)Oc1cc([N+](=O)[O-])c(F)cc1Br. Reaction SMILES: [Br:1][c:2]1[c:3]([OH:12])[cH:4][c:5]([N+:9](=[O:10])[O-:11])[c:6]([F:8])[cH:7]1.[C:13](=[O:14])([O-:15])[O-:16].[CH3:24][N:25]([CH3:26])[CH:27]=[O:28].[CH:19]([CH3:20])([CH3:21])[I:22].[K+:17].[K+:18].[OH2:23]>>[Br:1][c:2]1[c:3]([O:12][CH:19]([CH3:20])[CH3:21])[cH:4][c:5]([N+:9](=[O:10])[O-:11])[c:6]([F:8])[cH:7]1. The reactants are COC(=O)c1ccc(C)cc1-c1ccccc1, CO, [Na+], [OH-]. The product is Cc1ccc(C(=O)O)c(-c2ccccc2)c1. Reaction SMILES: [CH3:1][O:2][C:3]([c:4]1[c:5](-[c:11]2[cH:12][cH:13][cH:14][cH:15][cH:16]2)[cH:6][c:7]([CH3:10])[cH:8][cH:9]1)=[O:17].[CH3:20][OH:21].[Na+:19].[OH-:18]>>[O:2]=[C:3]([c:4]1[c:5](-[c:11]2[cH:12][cH:13][cH:14][cH:15][cH:16]2)[cH:6][c:7]([CH3:10])[cH:8][cH:9]1)[OH:17]. Starting materials: C1(=CC=CC=C1)C(N1CC(N(C(C1)=O)N=CC1=NC(=CC=C1)C)=O)C1=CC=CC=C1 (1-diphenylmethyl-4-(6-methyl-2-pyridylmethyleneamino)-3,5-diketopiperazine), B#B (diborane). Run in O1CCCC1 (tetrahydrofuran), B(F)(F)F (boron trifluoride), C(C)OCC (diethyl ether). Product: C1(=CC=CC=C1)C(N1CCN(CC1)NCC1=NC(=CC=C1)C)C1=CC=CC=C1 (1-diphenylmethyl-4-(6-methyl-2-pyridylmethylamino)piperazine). As a reaction SMILES: [C:1]1([CH:7]([C:25]2[CH:30]=[CH:29][CH:28]=[CH:27][CH:26]=2)[N:8]2[CH2:13][C:12](=O)[N:11]([N:15]=[CH:16][C:17]3[CH:22]=[CH:21][CH:20]=[C:19]([CH3:23])[N:18]=3)[C:10](=O)[CH2:9]2)[CH:6]=[CH:5][CH:4]=[CH:3][CH:2]=1.B#B>O1CCCC1.B(F)(F)F.C(OCC)C>[C:25]1([CH:7]([C:1]2[CH:6]=[CH:5][CH:4]=[CH:3][CH:2]=2)[N:8]2[CH2:9][CH2:10][N:11]([NH:15][CH2:16][C:17]3[CH:22]=[CH:21][CH:20]=[C:19]([CH3:23])[N:18]=3)[CH2:12][CH2:13]2)[CH:30]=[CH:29][CH:28]=[CH:27][CH:26]=1. Reported procedure: Reducing 1-diphenylmethyl-4-(6-methyl-2-pyridylmethyleneamino)-3,5-diketopiperazine using a mixture of diborane in tetrahydrofuran and boron trifluoride in diethyl ether to afford 1-diphenylmethyl-4-(6-methyl-2-pyridylmethylamino)piperazine followed by dehydrogenating to afford the desired 1-diphenylmethyl-4-(6-methyl-2-pyridylmethyleneamino)piperazine. Starting materials: ClC=1C=C2C(=NC1)N(C=C2B2OC(C(O2)(C)C)(C)C)S(=O)(=O)C2=CC=C(C=C2)C (5-chloro-1-(p-tolylsulfonyl)-3-(4,4,5,5-tetramethyl-1,3,2-dioxaborolan-2-yl)pyrrolo[2,3-b]pyridine), ClC1=NC=C(C(=N1)N[C@@H]1CC(CCC1)(O)C)F ((3S)-3-[(2-chloro-5-fluoro-pyrimidin-4-yl)amino]-1-methyl-cyclohexanol), 29c, C(=O)([O-])[O-].[Na+].[Na+] (Na2CO3), C(OC)COC (dimethoxyethane), palladium tetrakis-triphenylphosphane. Reaction conditions: temperature 130 celsius. Product: ClC=1C=C2C(=NC1)N(C=C2C2=NC=C(C(=N2)NC2C(CCCC2)(O)C)F)S(=O)(=O)C2=CC=C(C)C=C2 ((2-(5-chloro-1-tosyl-1H-pyrrolo[2,3-b]pyridin-3-yl)-5-fluoropyrimidin-4-ylamino)-1-methylcyclohexanol), 29e. Yield: 63.0%. Reaction SMILES: [Cl:1][C:2]1[CH:3]=[C:4]2[C:10](B3OC(C)(C)C(C)(C)O3)=[CH:9][N:8]([S:20]([C:23]3[CH:28]=[CH:27][C:26]([CH3:29])=[CH:25][CH:24]=3)(=[O:22])=[O:21])[C:5]2=[N:6][CH:7]=1.Cl[C:31]1[N:36]=[C:35]([NH:37][C@H:38]2C[CH2:42][CH2:41][C:40](C)(O)[CH2:39]2)[C:34]([F:46])=[CH:33][N:32]=1.[C:47]([O-:50])([O-])=O.[Na+].[Na+].[CH2:53](COC)OC>>[Cl:1][C:2]1[CH:3]=[C:4]2[C:10]([C:31]3[N:36]=[C:35]([NH:37][CH:38]4[CH2:39][CH2:40][CH2:41][CH2:42][C:47]4([CH3:53])[OH:50])[C:34]([F:46])=[CH:33][N:32]=3)=[CH:9][N:8]([S:20]([C:23]3[CH:28]=[CH:27][C:26]([CH3:29])=[CH:25][CH:24]=3)(=[O:21])=[O:22])[C:5]2=[N:6][CH:7]=1 |f:2.3.4|. Procedure details: Degassed a solution of 5-chloro-1-(p-tolylsulfonyl)-3-(4,4,5,5-tetramethyl-1,3,2-dioxaborolan-2-yl)pyrrolo[2,3-b]pyridine (1.46 g, 3.37 mmol), (3S)-3-[(2-chloro-5-fluoro-pyrimidin-4-yl)amino]-1-methyl-cyclohexanol, 29c, (0.72 g, 2.81 mmol) and Na2CO3 (4.21 mL of 2M solution, 8.433 mmol) in dimethoxyethane (15 mL) for 30 min with nitrogen. To the reaction mixture was added palladium tetrakis-triphenylphosphane (0.16 g, 0.14 mmol). The reaction mixture was heated at 130° C. in Q-tube apparatus for... Reactants: CC(C)(C)[O-], Cc1noc(C)c1CCl, [K+], O=[N+]([O-])c1cn[nH]c1, CN(C)C=O, O. The product is Cc1noc(C)c1Cn1cc([N+](=O)[O-])cn1. RXN SMILES: [CH3:9][C:10]([CH3:11])([O-:12])[CH3:13].[Cl:15][CH2:16][c:17]1[c:18]([CH3:23])[n:19][o:20][c:21]1[CH3:22].[K+:14].[N+:1](=[O:2])([O-:3])[c:4]1[cH:5][n:6][nH:7][cH:8]1.[O:25]=[CH:26][N:27]([CH3:28])[CH3:29].[OH2:24]>>[N+:1](=[O:2])([O-:3])[c:4]1[cH:5][n:6]([CH2:16][c:17]2[c:18]([CH3:23])[n:19][o:20][c:21]2[CH3:22])[n:7][cH:8]1. The reactants are FC1=C(C=CC(=C1)OCC1=C(N=C(S1)C1=CC=C(C=C1)C(F)(F)F)CO)C1=NOC(N1)=O (3-{2-fluoro-4-[4-hydroxymethyl-2-(4-trifluoromethyl-phenyl)-thiazol-5-ylmethoxy]-phenyl}-4H-[1,2,4]oxadiazol-5-one). Reagents/catalysts: [O-2].[O-2].[Mn+4] (manganese dioxide). Run in C(Cl)(Cl)Cl (chloroform). Conditions: time 8 hour. Product: FC=1C=C(OCC2=C(N=C(S2)C2=CC=C(C=C2)C(F)(F)F)C=O)C=CC1C1=NOC(N1)=O (5-[3-fluoro-4-(5-oxo-4,5-dihydro-[1,2,4]oxadiazol-3-yl)-phenoxymethyl]-2-(4-trifluoromethyl-phenyl)-thiazole-4-carbaldehyde). The yield is 1004.3%. As a reaction SMILES: [F:1][C:2]1[CH:7]=[C:6]([O:8][CH2:9][C:10]2[S:14][C:13]([C:15]3[CH:20]=[CH:19][C:18]([C:21]([F:24])([F:23])[F:22])=[CH:17][CH:16]=3)=[N:12][C:11]=2[CH2:25][OH:26])[CH:5]=[CH:4][C:3]=1[C:27]1[NH:31][C:30](=[O:32])[O:29][N:28]=1>C(Cl)(Cl)Cl.[O-2].[O-2].[Mn+4]>[F:1][C:2]1[CH:7]=[C:6]([CH:5]=[CH:4][C:3]=1[C:27]1[NH:31][C:30](=[O:32])[O:29][N:28]=1)[O:8][CH2:9][C:10]1[S:14][C:13]([C:15]2[CH:20]=[CH:19][C:18]([C:21]([F:22])([F:23])[F:24])=[CH:17][CH:16]=2)=[N:12][C:11]=1[CH:25]=[O:26] |f:2.3.4|. Procedure details: To a mixture of 20 mg of 3-{2-fluoro-4-[4-hydroxymethyl-2-(4-trifluoromethyl-phenyl)-thiazol-5-ylmethoxy]-phenyl}-4H-[1,2,4]oxadiazol-5-one in 10 mL of chloroform was added 23 mg of manganese dioxide. After stirring at room temperature overnight, the reaction mixture was filtered through celite and washed with dichloromethane/methanol. The filtrate was concentrated under reduced pressure to give 200 mg of 5-[3-fluoro-4-(5-oxo-4,5-dihydro-[1,2,4]oxadiazol-3-yl)-phenoxymethyl]-2-(4-trifluoromethyl... The reactants are [OH-].[Na+] (Sodium hydroxide), Cl.NO (hydroxylamine hydrochloride), ClC1=C(C=O)C(=CC=C1)Cl (2,6-dichlorobenzaldehyde). Run in O (water), C(C)O (ethanol). Reaction conditions: temperature 90 celsius. Product: ClC1=C(C=NO)C(=CC=C1)Cl (2,6-Dichloro-benzaldehyde oxime). The yield is 99.6%. As a reaction SMILES: [OH-:1].[Na+].Cl.[NH2:4]O.[Cl:6][C:7]1[CH:14]=[CH:13][CH:12]=[C:11]([Cl:15])[C:8]=1[CH:9]=O>O.C(O)C>[Cl:6][C:7]1[CH:14]=[CH:13][CH:12]=[C:11]([Cl:15])[C:8]=1[CH:9]=[N:4][OH:1] |f:0.1,2.3|. Procedure: Sodium hydroxide 3N (3.14 L, 9.43 mol) is added dropwise to a stirred suspension of hydroxylamine hydrochloride (675.55 g, 9.43 mol) in 0.5 L of water at 0° C. To this mixture is added dropwise a suspension of 2,6-dichlorobenzaldehyde (1500 g, 8.57 mol) in 7.5 L of ethanol and the reaction is heated at 90° C. overnight. The mixture is cooled to room temperature and then, concentrated to dryness. The solid is triturated in a mixture of H2O/EtOH, 10:1 (4.4 L), filtered and dried under high vacuum ...